This data is from the Open Reaction Database (ORD), a public repository of structured organic reaction records. The task is: describe an organic reaction: reactants, conditions, products, and yield Starting materials: ClC=1C=C(C=CC1)NC1=NC=2N(C(=C1)NC1CC1)N=CC2C=O (5-(3-chlorophenylamino)-7-(cyclopropylamino)pyrazolo[1,5-a]pyrimidine-3-carbaldehyde), N1C(=O)NC(=O)C1 (hydantoin), N1CCCCC1 (piperidine). Run in CCO (EtOH). Conditions: temperature 70 celsius. Yields the product ClC=1C=C(C=CC1)NC1=NC=2N(C(=C1)NC1CC1)N=CC2C=C2C(NC(N2)=O)=O (5-((5-(3-chlorophenylamino)-7-(cyclopropylamino)pyrazolo[1,5-a]pyrimidin-3-yl)methylene)imidazolidine-2,4-dione). As a reaction SMILES: [Cl:1][C:2]1[CH:3]=[C:4]([NH:8][C:9]2[CH:14]=[C:13]([NH:15][CH:16]3[CH2:18][CH2:17]3)[N:12]3[N:19]=[CH:20][C:21]([CH:22]=O)=[C:11]3[N:10]=2)[CH:5]=[CH:6][CH:7]=1.[NH:24]1[CH2:30][C:28](=[O:29])[NH:27][C:25]1=[O:26].N1CCCCC1>CCO>[Cl:1][C:2]1[CH:3]=[C:4]([NH:8][C:9]2[CH:14]=[C:13]([NH:15][CH:16]3[CH2:17][CH2:18]3)[N:12]3[N:19]=[CH:20][C:21]([CH:22]=[C:30]4[NH:24][C:25](=[O:26])[NH:27][C:28]4=[O:29])=[C:11]3[N:10]=2)[CH:5]=[CH:6][CH:7]=1. Procedure details: To 5-(3-chlorophenylamino)-7-(cyclopropylamino)pyrazolo[1,5-a]pyrimidine-3-carbaldehyde (26 mg, 0.08 mmol) in EtOH was added hydantoin (8 mg, 0.08 mmol) and piperidine (8 μl, 0.08 mmol). The mixture was stirred at 70° C. over the weekend. Insolubilities were filtered off, and filtrate was concentrated under reduced pressure. Filtrate was then dissolved in MeOH and isolated by prep HPLC to yield 5-((5-(3-chlorophenylamino)-7-(cyclopropylamino)pyrazolo[1,5-a]pyrimidin-3-yl)methylene)imidazolidine-... The reactants are C(C(=O)Cl)(=O)Cl (Oxalyl chloride), ClC=1C=C(C(=O)O)C=CC1OCC1CC1 (3-chloro-4-[(cyclopropylmethyl)oxy]benzoic acid), CN(C=O)C (N,N-dimethylformamide). Run in ClCCl (dichloromethane). Run at time 8 hour. Yields the product ClC=1C=C(C(=O)Cl)C=CC1OCC1CC1 (3-Chloro-4-[(cyclopropylmethyl)oxy]benzoyl chloride). The yield is 108.8%. As a reaction SMILES: [C:1](Cl)(=O)[C:2]([Cl:4])=[O:3].[Cl:7][C:8]1[CH:9]=C([CH:14]=[CH:15][C:16]=1[O:17][CH2:18][CH:19]1[CH2:21][CH2:20]1)C(O)=O.CN(C)C=O>ClCCl>[Cl:7][C:8]1[CH:9]=[C:1]([CH:14]=[CH:15][C:16]=1[O:17][CH2:18][CH:19]1[CH2:21][CH2:20]1)[C:2]([Cl:4])=[O:3]. Procedure: Oxalyl chloride (0.053 mL, 0.6 mmol) was added to a stirred solution of 3-chloro-4-[(cyclopropylmethyl)oxy]benzoic acid (WO 2005058848; 68 mg, 0.3 mmol) in dichloromethane (DCM) (2 ml) containing N,N-dimethylformamide (DMF) (0.02 ml) at 0° under nitrogen, and the mixture was allowed to warm to room temperature with stirring overnight. The solvent was evaporated to give the title compound as a yellow oil (ca 80 mg) which was used crude in the subsequent reaction (D46). The reactants are CCOCC, CC(C)(CO)COCc1ccccc1, ClCCl, O=[Cr](=O)([O-])O[Cr](=O)(=O)[O-], c1cc[nH+]cc1, c1cc[nH+]cc1. Product: CC(C)(C=O)COCc1ccccc1. Reaction SMILES: [CH2:36]([O:37][CH2:38][CH3:39])[CH3:40].[CH3:22][C:23]([CH2:24][OH:25])([CH2:26][O:27][CH2:28][c:29]1[cH:30][cH:31][cH:32][cH:33][cH:34]1)[CH3:35].[Cl:41][CH2:42][Cl:43].[Cr:1]([O:2][Cr:3]([O-:4])(=[O:5])=[O:6])([O-:7])(=[O:8])=[O:9].[nH+:10]1[cH:11][cH:12][cH:13][cH:14][cH:15]1.[nH+:16]1[cH:17][cH:18][cH:19][cH:20][cH:21]1>>[CH3:22][C:23]([CH:24]=[O:25])([CH2:26][O:27][CH2:28][c:29]1[cH:30][cH:31][cH:32][cH:33][cH:34]1)[CH3:35]. Reactants: Cc1ccccc1, [H][H], O=[N+]([O-])c1cnc2ccccc2c1NN1CCOCC1. Yields the product Nc1cnc2ccccc2c1NN1CCOCC1. As a reaction SMILES: [CH3:23][c:24]1[cH:25][cH:26][cH:27][cH:28][cH:29]1.[H:21][H:22].[O:1]1[CH2:2][CH2:3][N:4]([NH:7][c:8]2[c:9]([N+:18]([O-:19])=[O:20])[cH:10][n:11][c:12]3[cH:13][cH:14][cH:15][cH:16][c:17]23)[CH2:5][CH2:6]1>>[O:1]1[CH2:2][CH2:3][N:4]([NH:7][c:8]2[c:9]([NH2:18])[cH:10][n:11][c:12]3[cH:13][cH:14][cH:15][cH:16][c:17]23)[CH2:5][CH2:6]1. The product is CN1CCN(Cc2cc3c(Nc4cccc(Cl)c4)ncnc3[nH]2)CC1. The reactants are CN1CCNCC1, CO, CN1CCCN(C)C1=O, CC(=O)O, O=Cc1cc2c(Nc3cccc(Cl)c3)ncnc2[nH]1. RXN SMILES: [CH3:20][N:21]1[CH2:22][CH2:23][NH:24][CH2:25][CH2:26]1.[CH3:27][OH:28].[CH3:29][N:30]1[CH2:31][CH2:32][CH2:33][N:34]([CH3:35])[C:36]1=[O:37].[CH3:38][C:39](=[O:40])[OH:41].[Cl:1][c:2]1[cH:3][c:4]([NH:5][c:6]2[c:7]3[c:8]([n:9][cH:10][n:11]2)[nH:12][c:13]([CH:15]=[O:16])[cH:14]3)[cH:17][cH:18][cH:19]1>>[Cl:1][c:2]1[cH:3][c:4]([NH:5][c:6]2[c:7]3[c:8]([n:9][cH:10][n:11]2)[nH:12][c:13]([CH2:15][N:24]2[CH2:23][CH2:22][N:21]([CH3:20])[CH2:26][CH2:25]2)[cH:14]3)[cH:17][cH:18][cH:19]1. The reactants are [OH-].[Na+] (NaOH), [BH3-]C#N.[Na+] (NaBH3CN), NC1=CC=CC=2N=C(NC21)C (4-Amino-2-methylbenzimidazole), C(C)C1=C(C=O)C(=CC=C1)CC (2,6-diethylbenzaldehyde). Reagents/catalysts: [Cl-].[Cl-].[Zn+2] (ZnCl2). Solvent: CO (methanol). Conditions: time 16 hour. Yields the product C(C)C1=C(CNC2=CC=CC=3N=C(NC32)C)C(=CC=C1)CC (4-(2,6-diethylbenzylamino)-2-methylbenzimidazole). Isolated yield 41.0%. Reaction SMILES: [NH2:1][C:2]1[C:10]2[NH:9][C:8]([CH3:11])=[N:7][C:6]=2[CH:5]=[CH:4][CH:3]=1.[CH2:12]([C:14]1[CH:21]=[CH:20][CH:19]=[C:18]([CH2:22][CH3:23])[C:15]=1[CH:16]=O)[CH3:13].[BH3-]C#N.[Na+].[OH-].[Na+]>CO.[Cl-].[Cl-].[Zn+2]>[CH2:22]([C:18]1[CH:19]=[CH:20][CH:21]=[C:14]([CH2:12][CH3:13])[C:15]=1[CH2:16][NH:1][C:2]1[C:10]2[NH:9][C:8]([CH3:11])=[N:7][C:6]=2[CH:5]=[CH:4][CH:3]=1)[CH3:23] |f:2.3,4.5,7.8.9|. Procedure: 4-Amino-2-methylbenzimidazole (0.79 g, 5.4 mmol) and 2,6-diethylbenzaldehyde (1.1 g, 6.6 mmol) were dissolved in methanol (30 ml). ZnCl2 (0.9 g, 6.6 mmol) and subsequently NaBH3CN (0.42 g, 6.6 mmol) in small portions were added and the mixture was refluxed under argon for 3 hours and was stirred at room temperature for 16 h. The mixture was poured over an aqueous 1M NaOH solution (50 ml). The resultant yellow suspension was extracted with DCM and the organic solution was washed with brine, dried... Starting materials: solid, Cl.Cl.Cl.O1CCC=2C(=NC=CC21)N2CCN(CC2)CC[C@@H]2CC[C@H](CC2)N (trans-4-{2-[4-(2,3-dihydrofuro[3,2-c]pyridin-4-yl)-piperazin-1-yl]-ethyl}-cyclohexanamine trihydrochloride), Cl.Cl.Cl.O1CCC=2C(=NC=CC21)N2CCN(CC2)CC[C@@H]2CC[C@H](CC2)N (trans-4-{2-[4-(2,3-dihydrofuro[3,2-c]pyridin-4-yl)-piperazin-1-yl]-ethyl}-cyclohexanamine trihydrochloride), CO[C@@H](C(=O)O)C ((R)-2-methoxy-propanoic acid). Yields the product O1CCC=2C(=NC=CC21)N2CCN(CC2)CC[C@@H]2CC[C@H](CC2)NC([C@@H](C)OC)=O (trans-(R)—N-(4-{2-[4-(2,3-Dihydro-furo[3,2-c]pyridin-4-yl)-piperazin-1-yl]-ethyl}-cyclohexyl)-2-methoxy-propionamide). RXN SMILES: Cl.Cl.Cl.[O:4]1[C:12]2[CH:11]=[CH:10][N:9]=[C:8]([N:13]3[CH2:18][CH2:17][N:16]([CH2:19][CH2:20][C@H:21]4[CH2:26][CH2:25][C@H:24]([NH2:27])[CH2:23][CH2:22]4)[CH2:15][CH2:14]3)[C:7]=2[CH2:6][CH2:5]1.[CH3:28][O:29][C@H:30]([CH3:34])[C:31](O)=[O:32]>>[O:4]1[C:12]2[CH:11]=[CH:10][N:9]=[C:8]([N:13]3[CH2:18][CH2:17][N:16]([CH2:19][CH2:20][C@H:21]4[CH2:26][CH2:25][C@H:24]([NH:27][C:31](=[O:32])[C@H:30]([O:29][CH3:28])[CH3:34])[CH2:23][CH2:22]4)[CH2:15][CH2:14]3)[C:7]=2[CH2:6][CH2:5]1 |f:0.1.2.3|. Procedure details: The title compound, off-white solid (65 mg, 62%), MS (ISP) m/z=417.4 [(M+H)+], mp 159° C., was prepared in accordance with the general method of example 32 from trans-4-{2-[4-(2,3-dihydrofuro[3,2-c]pyridin-4-yl)-piperazin-1-yl]-ethyl}-cyclohexanamine trihydrochloride (intermediate C) (110 mg, 0.25 mmol) and (R)-2-methoxy-propanoic acid. The reactants are C(C)(=O)O (acetic acid), ClC=1C=C(N)C=C(C1)Cl (3,5-Dichloroaniline), C(CS)(=O)O (thioglycolic acid), C=O (Formaldehyde). The solvent is C=1(C(=CC=CC1)C)C (xylene), O (water), C(C)O (ethanol). The product is ClC=1C=C(C=C(C1)Cl)N1CSCC1=O (3-(3,5-Dichlorophenyl)-4-thiazolidinone). RXN SMILES: [Cl:1][C:2]1[CH:3]=[C:4]([CH:6]=[C:7]([Cl:9])[CH:8]=1)[NH2:5].[C:10]([OH:14])(=O)[CH2:11][SH:12].C=O.[C:17](O)(=O)C>C(O)C.C1(C)C(C)=CC=CC=1.O>[Cl:1][C:2]1[CH:3]=[C:4]([N:5]2[C:10](=[O:14])[CH2:11][S:12][CH2:17]2)[CH:6]=[C:7]([Cl:9])[CH:8]=1. Procedure: 3,5-Dichloroaniline (40.25 g, 0.25 mol) and thioglycolic acid (23 g, 0.25 mol) in ethanol (75 ml) were mixed and stirred. Formaldehyde solution (21.3 ml, 37% by weight) was added to the solution. An exotherm developed and a solid precipitated out. After stirring for several hours, water was added. The solids that had precipitated were collected on a filter, washed with water and air-dried. The product, 2-[[(3,5-dichlorophenyl)amino]methyl]thio]acetic acid (38 g, 0.15 mol), was refluxed in xylene... Reactants: O=C1OC(CCc2ccccc2)(c2ccccc2)CC(O)=C1Br, C1CCNCC1, Cc1cccc(S)c1, ClCCl. Product: Cc1cccc(SC2=C(O)CC(CCc3ccccc3)(c3ccccc3)OC2=O)c1. Reaction SMILES: [Br:1][C:2]1=[C:7]([OH:8])[CH2:6][C:5]([CH2:9][CH2:10][c:11]2[cH:12][cH:13][cH:14][cH:15][cH:16]2)([c:17]2[cH:18][cH:19][cH:20][cH:21][cH:22]2)[O:4][C:3]1=[O:23].[CH2:32]1[CH2:33][CH2:34][NH:35][CH2:36][CH2:37]1.[CH3:24][c:25]1[cH:26][c:27]([SH:31])[cH:28][cH:29][cH:30]1.[Cl:38][CH2:39][Cl:40]>>[C:2]1([S:31][c:27]2[cH:26][c:25]([CH3:24])[cH:30][cH:29][cH:28]2)=[C:7]([OH:8])[CH2:6][C:5]([CH2:9][CH2:10][c:11]2[cH:12][cH:13][cH:14][cH:15][cH:16]2)([c:17]2[cH:18][cH:19][cH:20][cH:21][cH:22]2)[O:4][C:3]1=[O:23].